From a dataset of the Open Reaction Database (ORD), a public repository of structured organic reaction records. describe an organic reaction: reactants, conditions, products, and yield The product is CC=1C=C(C=C2C=CC(NC12)=O)C1=CC=C(C=C1)OCC1=CC=NC=C1 (8-methyl-6-[4-(4-pyridylmethoxy)phenyl]-2-(1H)-quinolone). The yield is 70.5%. The reactants are CCOC(=O)/N=N/C(=O)OCC (diethylazodicarboxylate), CC=1C=C(C=C2C=CC(NC12)=O)C1=CC=C(C=C1)O (8-methyl-6-[4-hydroxyphenyl]-2-(1H)-quinolone), OCC1=CC=NC=C1 (4-hydroxymethylpyridine), C1(=CC=CC=C1)P(C1=CC=CC=C1)C1=CC=CC=C1 (triphenylphosphine). The solvent is C1CCOC1 (THF), C1CCOC1 (THF). Reported procedure: A solution of diethylazodicarboxylate (0.189 cm3) in THF (5 cm3) was added at room temperature to a stirred suspension of 8-methyl-6-[4-hydroxyphenyl]-2-(1H)-quinolone (0.25 g), 4-hydroxymethylpyridine (0.109 g) and triphenylphosphine (0.315 g) in THF (10 cm3) under nitrogen. The mixture was heated under reflux for 18 hours, silica (10 g) (Merck "MK 60.9385" [Trade Mark]) was added and voltatile material was removed in vacuo. The residue was placed on top of a silica column (Merck "MK 60.9385" [... As a reaction SMILES: CCOC(/N=N/C(OCC)=O)=O.[CH3:13][C:14]1[CH:15]=[C:16]([C:25]2[CH:30]=[CH:29][C:28]([OH:31])=[CH:27][CH:26]=2)[CH:17]=[C:18]2[C:23]=1[NH:22][C:21](=[O:24])[CH:20]=[CH:19]2.O[CH2:33][C:34]1[CH:39]=[CH:38][N:37]=[CH:36][CH:35]=1.C1(P(C2C=CC=CC=2)C2C=CC=CC=2)C=CC=CC=1>C1COCC1>[CH3:13][C:14]1[CH:15]=[C:16]([C:25]2[CH:30]=[CH:29][C:28]([O:31][CH2:33][C:34]3[CH:39]=[CH:38][N:37]=[CH:36][CH:35]=3)=[CH:27][CH:26]=2)[CH:17]=[C:18]2[C:23]=1[NH:22][C:21](=[O:24])[CH:20]=[CH:19]2.